From a dataset of the Open Reaction Database (ORD), a public repository of structured organic reaction records. describe an organic reaction: reactants, conditions, products, and yield Reactants: [OH-].[K+] (potassium hydroxide), S(O)(O)(=O)=O (sulfuric acid), O[C@@]12C=C[C@H]3[C@@H]4[C@H]5[C@@H](C([C@@]4(C)CC[C@@H]3[C@]2(CC[C@@H](C1)OC(C(C)(C)C)=O)C)=O)C5 (5-hydroxy-15β,16β-methylene-3β-pivaloyloxy-5β-androst-6-en-17-one), Cl(=O)(=O)(=O)[O-].[Na+] (sodium perchlorate). Solvent: CO (methanol), O1CCCC1 (tetrahydrofuran), O (water). Run at time 2.5 hour. Yields the product O[C@@H]1C[C@]2(C=C[C@H]3[C@@H]4[C@H]5[C@@H](C([C@@]4(C)CC[C@@H]3[C@]2(CC1)C)=O)C5)O (3β,5-dihydroxy-15β,16β-methylene-5β-androst-6-en-17-one). Yield: 94.3%. RXN SMILES: [OH:1][C@@:2]12[CH2:19][C@@H:18]([O:20]C(=O)C(C)(C)C)[CH2:17][CH2:16][C@:15]1([CH3:27])[C@@H:14]1[C@H:5]([C@H:6]3[C@@:10]([CH2:12][CH2:13]1)([CH3:11])[C:9](=[O:28])[C@H:8]1[CH2:29][C@@H:7]31)[CH:4]=[CH:3]2.[OH-].[K+].Cl([O-])(=O)(=O)=O.[Na+].S(=O)(=O)(O)O>O1CCCC1.O.CO>[OH:20][C@H:18]1[CH2:17][CH2:16][C@@:15]2([CH3:27])[C@:2]([OH:1])([CH:3]=[CH:4][C@@H:5]3[C@@H:14]2[CH2:13][CH2:12][C@@:10]2([CH3:11])[C@H:6]3[C@@H:7]3[CH2:29][C@@H:8]3[C:9]2=[O:28])[CH2:19]1 |f:1.2,3.4|. Reported procedure: 134 g of 5-hydroxy-15β,16β-methylene-3β-pivaloyloxy-5β-androst-6-en-17-one is dissolved in 1,340 ml of tetrahydrofuran and 670 ml of methanol and combined in succession with 40 g of pulverized potassium hydroxide and 13 g of sodium perchlorate. After 2.5 hours, the mixture is stirred into 8 l of water, neutralized with 20% sulfuric acid, and the thus-precipitated solid is filtered off. After dissolving the solid in methylene chloride and drying same with sodium sulfate, it is concentrated under ... The reactants are C(C1=CC=CC=C1)N1C=C(C2=CC=CC(=C12)C1=CC(=C(C=C1)F)Cl)C(C(=O)OCC)=O (ethyl 2-[1-benzyl-7-(3-chloro-4-fluorophenyl)-1H-indol-3-yl]-2-oxoacetate), [OH-].[K+] (potassium hydroxide), CCCCCC (hexane). Run in C1CCOC1 (THF), O (water). Yields the product C(C1=CC=CC=C1)N1C=C(C2=CC=CC(=C12)C1=CC(=C(C=C1)F)Cl)C(C(=O)O)=O ([1-Benzyl-7-(3-chloro-4-fluorophenyl)-1H-indol-3-yl](oxo)acetic acid). Isolated yield 64.3%. Reaction SMILES: [CH2:1]([N:8]1[C:16]2[C:11](=[CH:12][CH:13]=[CH:14][C:15]=2[C:17]2[CH:22]=[CH:21][C:20]([F:23])=[C:19]([Cl:24])[CH:18]=2)[C:10]([C:25](=[O:31])[C:26]([O:28]CC)=[O:27])=[CH:9]1)[C:2]1[CH:7]=[CH:6][CH:5]=[CH:4][CH:3]=1.[OH-].[K+].CCCCCC>C1COCC1.O>[CH2:1]([N:8]1[C:16]2[C:11](=[CH:12][CH:13]=[CH:14][C:15]=2[C:17]2[CH:22]=[CH:21][C:20]([F:23])=[C:19]([Cl:24])[CH:18]=2)[C:10]([C:25](=[O:31])[C:26]([OH:28])=[O:27])=[CH:9]1)[C:2]1[CH:7]=[CH:6][CH:5]=[CH:4][CH:3]=1 |f:1.2|. Reported procedure: [1-Benzyl-7-(3-chloro-4-fluorophenyl)-1H-indol-3-yl](oxo)acetic acid was prepared from ethyl 2-[1-benzyl-7-(3-chloro-4-fluorophenyl)-1H-indol-3-yl]-2-oxoacetate (0.139 g, 0.319 mmol), and potassium hydroxide (0.076 g, 1.35 mmol) in THF (2.5 mL) and water (2.5 mL) following the procedure described in Step 4 of Example 5. Following work-up, and trituration of the residue with hexane, a solid was obtained. Drying for 12 hours at 82° C. yielded the title compound as a yellow solid (0.0836 g, 64%), m... Reactants: C(=O)C=1C(=NC2=CC=C(C=C2C1)OC)NCCNC(C)=O (N-(2-(3-formyl-6-methoxyquinolin-2-ylamino)ethyl)acetamide), C(=O)C=1C(=NC2=CC=C(C=C2C1)OC)NCCNC(C)=O (N-(2-(3-Formyl-6-methoxyquinolin-2-ylamino)ethyl)acetamide), [BH4-].[Na+] (NaBH4). Run in C1CCOC1 (THF). Conditions: time 8 hour. Yields the product OCC=1C(=NC2=CC=C(C=C2C1)OC)NCCNC(C)=O (N-(2-(3-(Hydroxymethyl)-6-methoxyquinolin-2-ylamino)ethyl)acetamide). Yield: 93.0%. As a reaction SMILES: [CH:1]([C:3]1[C:4]([NH:15][CH2:16][CH2:17][NH:18][C:19](=[O:21])[CH3:20])=[N:5][C:6]2[C:11]([CH:12]=1)=[CH:10][C:9]([O:13][CH3:14])=[CH:8][CH:7]=2)=[O:2].[BH4-].[Na+]>C1COCC1>[OH:2][CH2:1][C:3]1[C:4]([NH:15][CH2:16][CH2:17][NH:18][C:19](=[O:21])[CH3:20])=[N:5][C:6]2[C:11]([CH:12]=1)=[CH:10][C:9]([O:13][CH3:14])=[CH:8][CH:7]=2 |f:1.2|. Procedure: To a stirred solution of N-(2-(3-formyl-6-methoxyquinolin-2-ylamino)ethyl)acetamide SLA 41168 (0.70 g, 2.43 mmol) in THF (30 mL) in a 100 mL round-bottomed flask equipped with a magnetic stirrer was added NaBH4 (0.09 g, 2.43 mmol) and the mixture was stirred overnight at RT then cooled in an ice bath before quenching by addition of a 1 N aq. HCl solution (40 mL). After stirring for 15 min, the mixture was basified to pH=9 using a 2 N aq. NaOH solution. THF was removed at 40° C. under vacuum and ... Starting materials: [Mg] (magnesium), ClC=1C=CC(=C(C#N)C1)F (5-chloro-2-fluoro-benzonitrile), CN(C=O)C (N,N-dimethylformamide). The reagents and catalysts are II (iodine). Solvent: O1CCCC1 (tetrahydrofuran). The product is FC1=C(C#N)C=C(C=C1)C=O (2-fluoro-5-formyl-benzonitrile). Isolated yield 96.0%. RXN SMILES: [Mg].Cl[C:3]1[CH:4]=[CH:5][C:6]([F:11])=[C:7]([CH:10]=1)[C:8]#[N:9].CN(C)[CH:14]=[O:15]>O1CCCC1.II>[F:11][C:6]1[CH:5]=[CH:4][C:3]([CH:14]=[O:15])=[CH:10][C:7]=1[C:8]#[N:9]. Reported procedure: Add freshly ground magnesium (1.72 g, 70.7 mmol) to a solution of 5-chloro-2-fluoro-benzonitrile (10.0 g, 64.3 mmol) and N,N-dimethylformamide (5.64 g, 77.1 mmol) in tetrahydrofuran (0.2 M). Add iodine (0.816 g, 3.21 mmol). Heat the solution at reflux for 6 h. Quench the reaction with 1N hydrochloric acid and extract the mixture with ethyl acetate (3×). Dry the combined organic layers with sodium sulfate and concentrate to afford the title compound (9.20 g, 61.7 mmol, 96%): 1H NMR (CDCl3, 400 MH... Starting materials: ClSN(C(OCCCCCC)=O)C (hexyl (chlorosulfenyl)(methyl)carbamate), ClC=1C=CC2=C(CCC3(CN(N=C23)C(=O)NC2=CC=C(C=C2)C(F)(F)F)C(=O)OC)C1 (7-chloro-3,3a,4,5-tetrahydro-3a-methoxycarbonyl-N-[4-(trifluoromethyl)phenyl]2H-benz[g]indazole-2-carboxamide), C(Cl)Cl (methylene chloride). Run in C(C)N(CC)CC (triethylamine). Conditions: temperature 0 celsius, time 1 hour. Yields the product ClC=1C=CC2=C(CCC3(CN(N=C23)C(=O)N(SN(C(=O)OCCCCCC)C)C2=CC=C(C=C2)C(F)(F)F)C(=O)OC)C1 (7-chloro-3,3a, 4,5-tetrahydro-3a-methoxycarbonyl-N-[4-(trifluoromethyl)phenyl]N-[N'-(methyl)-N'-(hexoxycarbonyl)aminosulfenyl]-2H-benz[g]indazole-2-carboxamide). As a reaction SMILES: [Cl:1][C:2]1[CH:3]=[CH:4][C:5]2[C:13]3[C:9]([C:27]([O:29][CH3:30])=[O:28])([CH2:10][N:11]([C:14]([NH:16][C:17]4[CH:22]=[CH:21][C:20]([C:23]([F:26])([F:25])[F:24])=[CH:19][CH:18]=4)=[O:15])[N:12]=3)[CH2:8][CH2:7][C:6]=2[CH:31]=1.C(Cl)Cl.Cl[S:36][N:37]([CH3:47])[C:38](=[O:46])[O:39][CH2:40][CH2:41][CH2:42][CH2:43][CH2:44][CH3:45]>C(N(CC)CC)C>[Cl:1][C:2]1[CH:3]=[CH:4][C:5]2[C:13]3[C:9]([C:27]([O:29][CH3:30])=[O:28])([CH2:10][N:11]([C:14]([N:16]([C:17]4[CH:18]=[CH:19][C:20]([C:23]([F:24])([F:25])[F:26])=[CH:21][CH:22]=4)[S:36][N:37]([CH3:47])[C:38]([O:39][CH2:40][CH2:41][CH2:42][CH2:43][CH2:44][CH3:45])=[O:46])=[O:15])[N:12]=3)[CH2:8][CH2:7][C:6]=2[CH:31]=1. Reported procedure: To a suspension of the title compound of Step E above (2.2 g, 0.005 mol) in25 ml methylene chloride cooled to 0° C. was added triethylamine (1.0 g) and hexyl (chlorosulfenyl)(methyl)carbamate, (prepared in a mannersimilar to Example 1, Step D), (2.5 g 75% pure) dropwise at 0° C. The mixture was stirred at room temperature for additional one hour. The reaction mixture was concentrated under high vacuum and subjected to silica gel column chromatography using hexane-ether (1:1) as an eluent. The ti... Starting materials: CCCCCC, C=CC(C)(C)C, CC(C)(C#N)N=NC(C)(C)C#N, OCC(O)CS. The product is CC(C)(C)CCSCC(O)CO. As a reaction SMILES: [CH3:25][CH2:26][CH2:27][CH2:28][CH2:29][CH3:30].[CH3:7][C:8]([CH:9]=[CH2:10])([CH3:11])[CH3:12].[N:13]([C:14]([CH3:15])([CH3:16])[C:17]#[N:18])=[N:19][C:20]([CH3:21])([CH3:22])[C:23]#[N:24].[SH:1][CH2:2][CH:3]([CH2:4][OH:5])[OH:6]>>[S:1]([CH2:2][CH:3]([CH2:4][OH:5])[OH:6])[CH2:10][CH2:9][C:8]([CH3:7])([CH3:11])[CH3:12]. Starting materials: C1(CCCC1)N1[C@@H](C(N(C=2C=NC(=NC12)NC=1C=CC(=C2CCOC21)C(=O)O)C)=O)CC (7-[[(7R)-8-cyclopentyl-7-ethyl-5-methyl-6-oxo-7H-pteridin-2-yl]amino]-2,3-dihydrobenzofuran-4-carboxylic acid), F[B-](F)(F)F.N1(N=NC2=C1C=CC=C2)OC(=[N+](C)C)N(C)C (O-(benzotriazol-1-yl)-N,N,N′,N′-tetra methyluronium tetrafluoroborate), solution, (cis-exo)-2-methyl-3,3a,4,5,6,6a-hexahydro-1H-cyclopenta[c]pyrrol-5-amine, C(C)(C)N(CC)C(C)C (diisopropylethylamine). Run in ClCCl (dichloromethane), ClCCl (dichloromethane), ClCCl (dichloromethane). Product: title compound, C1(CCCC1)N1[C@@H](C(N(C=2C=NC(=NC12)NC=1C=CC(=C2CCOC21)C(=O)N)C)=O)CC (7-[[(7R)-8-cyclopentyl-7-ethyl-5-methyl-6-oxo-7H-pteridin-2-yl]amino]-2,3-dihydrobenzofuran-4-carboxamide). Isolated yield 90.6%. As a reaction SMILES: [CH:1]1([N:6]2[C:15]3[N:14]=[C:13]([NH:16][C:17]4[CH:18]=[CH:19][C:20]([C:26](O)=[O:27])=[C:21]5[C:25]=4[O:24][CH2:23][CH2:22]5)[N:12]=[CH:11][C:10]=3[N:9]([CH3:29])[C:8](=[O:30])[C@H:7]2[CH2:31][CH3:32])[CH2:5][CH2:4][CH2:3][CH2:2]1.F[B-](F)(F)F.[N:38]1(OC(N(C)C)=[N+](C)C)C2C=CC=CC=2N=N1.C(N(C(C)C)CC)(C)C>ClCCl>[CH:1]1([N:6]2[C:15]3[N:14]=[C:13]([NH:16][C:17]4[CH:18]=[CH:19][C:20]([C:26]([NH2:38])=[O:27])=[C:21]5[C:25]=4[O:24][CH2:23][CH2:22]5)[N:12]=[CH:11][C:10]=3[N:9]([CH3:29])[C:8](=[O:30])[C@H:7]2[CH2:31][CH3:32])[CH2:2][CH2:3][CH2:4][CH2:5]1 |f:1.2|. Procedure: 7-[[(7R)-8-Cyclopentyl-7-ethyl-5-methyl-6-oxo-7H-pteridin-2-yl]amino]-2,3-dihydrobenzofuran-4-carboxylic acid 1q (187 mg, 0.43 mmol) and O-(benzotriazol-1-yl)-N,N,N′,N′-tetra methyluronium tetrafluoroborate (138 mg, 0.43 mmol) were dissolved in 40 mL of anhydrous dichloromethane followed by the addition of diisopropylethylamine (0.2 mL, 0.95 mmol), stirred until the solution became clear, followed by the addition of 5 mL of a solution of (cis-exo)-2-methyl-3,3a,4,5,6,6a-hexahydro-1H-cyclopenta[c... Yields the product ClC1=C(C(=O)NCC(CC2CC2)C=2C=NC(=CC2)C(F)F)C=CC=C1OC (2-chloro-3-methoxy-N-(3-cyclopropyl-2-(6-(difluoromethyl)pyridin-3-yl)propyl)benzamide). Procedure details: From 2-chloro-3-methoxybenzoic acid and 3-cyclopropyl-2-(6-(difluoromethyl)pyridin-3-yl)propan-1-amine. LCMS (MH+): m/z=395.1, tR (minutes, Method F)=2.96 Starting materials: ClC1=C(C(=O)O)C=CC=C1OC (2-chloro-3-methoxybenzoic acid), C1(CC1)CC(CN)C=1C=NC(=CC1)C(F)F (3-cyclopropyl-2-(6-(difluoromethyl)pyridin-3-yl)propan-1-amine). Reaction SMILES: [Cl:1][C:2]1[C:10]([O:11][CH3:12])=[CH:9][CH:8]=[CH:7][C:3]=1[C:4]([OH:6])=O.[CH:13]1([CH2:16][CH:17]([C:20]2[CH:21]=[N:22][C:23]([CH:26]([F:28])[F:27])=[CH:24][CH:25]=2)[CH2:18][NH2:19])[CH2:15][CH2:14]1>>[Cl:1][C:2]1[C:10]([O:11][CH3:12])=[CH:9][CH:8]=[CH:7][C:3]=1[C:4]([NH:19][CH2:18][CH:17]([C:20]1[CH:21]=[N:22][C:23]([CH:26]([F:28])[F:27])=[CH:24][CH:25]=1)[CH2:16][CH:13]1[CH2:14][CH2:15]1)=[O:6].